From a dataset of the Open Reaction Database (ORD), a public repository of structured organic reaction records. describe an organic reaction: reactants, conditions, products, and yield Yields the product O=C1CCC(=O)N1CCc1c[nH]c2ccccc12. Starting materials: CC(=O)[O-], CC(=O)O, [K+], NCCc1c[nH]c2ccccc12, O=C1CCC(=O)O1. As a reaction SMILES: [CH3:21][C:22](=[O:23])[O-:24].[CH3:25][C:26](=[O:27])[OH:28].[K+:20].[NH2:8][CH2:9][CH2:10][c:11]1[cH:12][nH:13][c:14]2[cH:15][cH:16][cH:17][cH:18][c:19]12.[O:1]=[C:2]1[CH2:3][CH2:4][C:5](=[O:6])[O:7]1>>[O:1]=[C:2]1[CH2:3][CH2:4][C:5](=[O:7])[N:8]1[CH2:9][CH2:10][c:11]1[cH:12][nH:13][c:14]2[cH:15][cH:16][cH:17][cH:18][c:19]12. Starting materials: O=C([O-])[O-], CC#N, ClCc1ccccc1, [K+], [K+], COc1ccc(CC(=O)c2ccc(O)cc2)cc1. Product: COc1ccc(CC(=O)c2ccc(OCc3ccccc3)cc2)cc1. Reaction SMILES: [C:19](=[O:20])([O-:21])[O-:22].[CH3:33][C:34]#[N:35].[Cl:25][CH2:26][c:27]1[cH:28][cH:29][cH:30][cH:31][cH:32]1.[K+:23].[K+:24].[OH:1][c:2]1[cH:3][cH:4][c:5]([C:8]([CH2:9][c:10]2[cH:11][cH:12][c:13]([O:16][CH3:17])[cH:14][cH:15]2)=[O:18])[cH:6][cH:7]1>>[O:1]([c:2]1[cH:3][cH:4][c:5]([C:8]([CH2:9][c:10]2[cH:11][cH:12][c:13]([O:16][CH3:17])[cH:14][cH:15]2)=[O:18])[cH:6][cH:7]1)[CH2:26][c:27]1[cH:28][cH:29][cH:30][cH:31][cH:32]1. Reactants: C(C)(=O)N(C(=O)Cl)C (N-acetyl-N-methylcarbamic acid chloride), N(O)=C1SCC(NC1(C)C)=O (2-oximino-3,3-dimethyltetrahydro-1,4-thiazin-5-one). The product is C(C)(=O)N(C(=O)ON=C1SCC(NC1(C)C)=O)C (2-[O-(N-acetyl-N-methylcarbamoyl)oximino]-3,3-dimethyltetrahydro-1,4-thiazin-5-one). Reaction SMILES: [C:1]([N:4]([CH3:8])[C:5](Cl)=[O:6])(=[O:3])[CH3:2].[N:9](=[C:11]1[C:16]([CH3:18])([CH3:17])[NH:15][C:14](=[O:19])[CH2:13][S:12]1)[OH:10]>>[C:1]([N:4]([CH3:8])[C:5]([O:10][N:9]=[C:11]1[C:16]([CH3:17])([CH3:18])[NH:15][C:14](=[O:19])[CH2:13][S:12]1)=[O:6])(=[O:3])[CH3:2]. Procedure details: Utilizing the procedure of Example XII, N-acetyl-N-methylcarbamic acid chloride was reacted with 2-oximino-3,3-dimethyltetrahydro-1,4-thiazin-5-one to yield 2-[O-(N-acetyl-N-methylcarbamoyl)oximino]-3,3-dimethyltetrahydro-1,4-thiazin-5-one, m.p. 218°-220° C. The nmr spectrum supported the proposed structure. Reactants: CO[C@@H]([C@H](N)C(=O)O)C (O-methyl-L-threonine), ClC(=O)OC (methyl chloroformate). Solvent: C([O-])(O)=O (bicarbonate). Product: CO[C@@H]([C@@H](C(=O)O)NC(=O)OC)C ((2S,3R)-3-Methoxy-2-(methoxycarbonylamino)butanoic acid). As a reaction SMILES: [CH3:1][O:2][C@H:3]([CH3:9])[C@@H:4]([C:6]([OH:8])=[O:7])[NH2:5].Cl[C:11]([O:13][CH3:14])=[O:12]>C(=O)(O)[O-]>[CH3:1][O:2][C@H:3]([CH3:9])[C@H:4]([NH:5][C:11]([O:13][CH3:14])=[O:12])[C:6]([OH:8])=[O:7]. Isolated yield 90.3%. Procedure: A solution of O-methyl-L-threonine (1.01 g, 7.59 mmol) in saturated bicarbonate solution (93 mL) was treated dropwise with methyl chloroformate (900 μL, 1.10 g, 11.61 mmol), followed by stirring at RT for 24 h. The mixture was extracted methyl t-butyl ether and cooled to 0° C. The mixture was adjusted to pH 1-2 by addition of concentrated hydrochloric acid solution. The mixture was extracted with ethyl acetate (3×) and the combined extracts were extracted with saturated sodium chloride solution ... Run at time 24 hour. Starting materials: C=O, CC(=O)O, Cc1cc(C)c(C=O)[nH]1, C1NCC2CC12, O. Product: Cc1[nH]c(C=O)c(C)c1CN1CC2CC2C1. RXN SMILES: [CH2:16]=[O:17].[CH3:18][C:19](=[O:20])[OH:21].[CH3:7][c:8]1[c:9]([CH:14]=[O:15])[nH:10][c:11]([CH3:13])[cH:12]1.[CH:1]12[CH2:2][NH:3][CH2:4][CH:5]1[CH2:6]2.[OH2:22]>>[CH:1]12[CH2:2][N:3]([CH2:16][c:12]3[c:8]([CH3:7])[c:9]([CH:14]=[O:15])[nH:10][c:11]3[CH3:13])[CH2:4][CH:5]1[CH2:6]2. Isolated yield 105.3%. Solvent: CO (methanol), CO (methanol). Procedure details: A mixture solution of a 4 N hydrochloric acid ethyl acetate solution (97 pt, 0.388 mmol) and methanol (680 pt) was added to a solution of methanol (3 mL) containing N-((Z)-2-(4-cyclopropylphenyl)-1-{[(2-hydroxyethyl)amino]carbonyl}vinyl)-4-{2-[4-(dimethylamino)phenyl]ethoxy}benzamide (133 mg, 0.259 mmol) prepared in Example 25. The resulting mixture was stirred at room temperature for 45 minutes. The reaction mixture was concentrated and dried to give 150 mg of the title compound (white amorphou... The reactants are C(C)OC(C)=O.Cl (hydrochloric acid ethyl acetate), C1(CC1)C1=CC=C(C=C1)\C=C(\C(=O)NCCO)/NC(C1=CC=C(C=C1)OCCC1=CC=C(C=C1)N(C)C)=O (N-((Z)-2-(4-Cyclopropylphenyl)-1-{[(2-hydroxyethyl)amino]carbonyl}vinyl)-4-{2-[4-(dimethylamino)phenyl]ethoxy}benzamide). Reaction conditions: time 45 minute. As a reaction SMILES: C(OC(=O)C)C.[ClH:7].[CH:8]1([C:11]2[CH:16]=[CH:15][C:14](/[CH:17]=[C:18](\[NH:25][C:26](=[O:45])[C:27]3[CH:32]=[CH:31][C:30]([O:33][CH2:34][CH2:35][C:36]4[CH:41]=[CH:40][C:39]([N:42]([CH3:44])[CH3:43])=[CH:38][CH:37]=4)=[CH:29][CH:28]=3)/[C:19]([NH:21][CH2:22][CH2:23][OH:24])=[O:20])=[CH:13][CH:12]=2)[CH2:10][CH2:9]1>CO>[ClH:7].[CH:8]1([C:11]2[CH:12]=[CH:13][C:14](/[CH:17]=[C:18](\[NH:25][C:26](=[O:45])[C:27]3[CH:32]=[CH:31][C:30]([O:33][CH2:34][CH2:35][C:36]4[CH:41]=[CH:40][C:39]([N:42]([CH3:43])[CH3:44])=[CH:38][CH:37]=4)=[CH:29][CH:28]=3)/[C:19]([NH:21][CH2:22][CH2:23][OH:24])=[O:20])=[CH:15][CH:16]=2)[CH2:10][CH2:9]1 |f:0.1,4.5|. Product: Cl.C1(CC1)C1=CC=C(C=C1)\C=C(\C(=O)NCCO)/NC(C1=CC=C(C=C1)OCCC1=CC=C(C=C1)N(C)C)=O (N-((Z)-2-(4-Cyclopropylphenyl)-1-{[(2-hydroxyethyl)amino]carbonyl}vinyl)-4-{2-[4-(dimethylamino)phenyl]ethoxy}benzamide hydrochloride). Starting materials: Cc1ccc(C(C)C)cc1Br, [Li]C(C)(C)C, C1CCOC1, CCOCC, Cl, CN(C)C=O. Product: Cc1ccc(C(C)C)cc1C=O. RXN SMILES: [Br:1][c:2]1[c:3]([CH3:11])[cH:4][cH:5][c:6]([CH:8]([CH3:9])[CH3:10])[cH:7]1.[C:12]([Li:13])([CH3:14])([CH3:15])[CH3:16].[CH2:23]1[O:24][CH2:25][CH2:26][CH2:27]1.[CH2:28]([O:29][CH2:30][CH3:31])[CH3:32].[ClH:22].[O:17]=[CH:18][N:19]([CH3:20])[CH3:21]>>[c:2]1([CH:18]=[O:17])[c:3]([CH3:11])[cH:4][cH:5][c:6]([CH:8]([CH3:9])[CH3:10])[cH:7]1. As a reaction SMILES: [Br:1][C:2]1[C:10]2[CH:9]=[C:8]([C:11](OCC)=[O:12])[O:7][C:6]=2[CH:5]=[CH:4][CH:3]=1.[BH4-].[Na+].CO.C(OCC)(=O)C>O1CCCC1.O>[Br:1][C:2]1[C:10]2[CH:9]=[C:8]([CH2:11][OH:12])[O:7][C:6]=2[CH:5]=[CH:4][CH:3]=1 |f:1.2|. Product: BrC1=CC=CC2=C1C=C(O2)CO (4-bromo-2-hydroxymethylbenzofuran). Conditions: time 5 minute. Reported procedure: To a solution of 4-bromo-2-ethoxycarbonylbenzo[b]furan (0.5 g) in tetrahydrofuran (5 ml) was slowly added sodium borohydride (0.21 g) at room temperature. After 5 minutes, methanol (0.5 ml) was added thereto dropwise. The reaction mixture was stirred at room temperature for one hour and then ethyl acetate and water were added thereto. The mixture was adjusted to pH 5, and the layers were separated. The organic layer was washed with water and brine, dried over magnesium sulfate and evaporated to ... Reactants: C(C)(=O)OCC (ethyl acetate), BrC1=CC=CC=2OC(=CC21)C(=O)OCC (4-bromo-2-ethoxycarbonylbenzo[b]furan), [BH4-].[Na+] (sodium borohydride), CO (methanol). Isolated yield 85.3%. The solvent is O (water), O1CCCC1 (tetrahydrofuran). Starting materials: C1COCCN1, C1CCOC1, COc1cccc(-c2ccc3c(C(=O)O)c(OC)ccc3c2)c1, O=S(Cl)Cl. Reaction SMILES: [CH2:28]1[CH2:29][O:30][CH2:31][CH2:32][NH:33]1.[CH2:34]1[O:35][CH2:36][CH2:37][CH2:38]1.[CH3:1][O:2][c:3]1[c:4]([C:21](=[O:22])[OH:23])[c:5]2[cH:6][cH:7][c:8](-[c:13]3[cH:14][c:15]([O:19][CH3:20])[cH:16][cH:17][cH:18]3)[cH:9][c:10]2[cH:11][cH:12]1.[S:24]([Cl:25])([Cl:26])=[O:27]>>[CH3:1][O:2][c:3]1[c:4]([C:21](=[O:23])[N:33]2[CH2:28][CH2:29][O:30][CH2:31][CH2:32]2)[c:5]2[cH:6][cH:7][c:8](-[c:13]3[cH:14][c:15]([O:19][CH3:20])[cH:16][cH:17][cH:18]3)[cH:9][c:10]2[cH:11][cH:12]1. Product: COc1cccc(-c2ccc3c(C(=O)N4CCOCC4)c(OC)ccc3c2)c1. Reactants: C(C)(C)(C)OC(N[C@@H]1[C@@H](OC2=C(NC1=O)C=CC=C2)CC)=O (((6S,7R)-6-ethyl-8-oxo-6,7,8,9-tetrahydro-5-oxa-9-aza-benzocyclohepten-7-yl)-carbamic acid tert-butyl ester), P(O)(O)(O)=O (ortho phosphoric acid). Run in O1CCCC1 (tetrahydrofurane). Product: N[C@@H]1[C@@H](OC2=C(NC1=O)C=CC=C2)CC ((6S,7R)-7-Amino-6-ethyl-6,7-dihydro-9H-5-oxa-9-aza-benzocyclohepten-8-one). Reaction SMILES: C(OC(=O)[NH:7][C@H:8]1[C:14](=[O:15])[NH:13][C:12]2[CH:16]=[CH:17][CH:18]=[CH:19][C:11]=2[O:10][C@H:9]1[CH2:20][CH3:21])(C)(C)C.P(=O)(O)(O)O>O1CCCC1>[NH2:7][C@H:8]1[C:14](=[O:15])[NH:13][C:12]2[CH:16]=[CH:17][CH:18]=[CH:19][C:11]=2[O:10][C@H:9]1[CH2:20][CH3:21]. Reported procedure: The title compound was prepared in quantitative yield by reaction of 590 mg (1.93 mmol) ((6S,7R)-6-ethyl-8-oxo-6,7,8,9-tetrahydro-5-oxa-9-aza-benzocyclohepten-7-yl)-carbamic acid tert-butyl ester with 2.86 g (29 mmol) ortho phosphoric acid in 6 ml tetrahydrofurane, MS m/e (%): 207.1 (M+H+, 100).